Dataset: the Open Reaction Database (ORD), a public repository of structured organic reaction records. Task: describe an organic reaction: reactants, conditions, products, and yield The reactants are C(#N)C(CC1CCN(CC1)S(=O)(=O)C1=CC=C(C=C1)C)(C1=CC=CC=C1)C1=CC=CC=C1 (4-(2-cyano-2,2-diphenylethyl)-1-(4-methylphenylsulphonyl)piperidine), C1(=CC=CC=C1)O (phenol), [OH-].[Na+] (sodium hydroxide). Run in Br (hydrobromic acid). Yields the product C(#N)C(CC1CCNCC1)(C1=CC=CC=C1)C1=CC=CC=C1 (4-(2-Cyano-2,2-diphenylethyl)piperidine). Yield: 76.5%. As a reaction SMILES: [C:1]([C:3]([C:27]1[CH:32]=[CH:31][CH:30]=[CH:29][CH:28]=1)([C:21]1[CH:26]=[CH:25][CH:24]=[CH:23][CH:22]=1)[CH2:4][CH:5]1[CH2:10][CH2:9][N:8](S(C2C=CC(C)=CC=2)(=O)=O)[CH2:7][CH2:6]1)#[N:2].C1(O)C=CC=CC=1.[OH-].[Na+]>Br>[C:1]([C:3]([C:27]1[CH:28]=[CH:29][CH:30]=[CH:31][CH:32]=1)([C:21]1[CH:22]=[CH:23][CH:24]=[CH:25][CH:26]=1)[CH2:4][CH:5]1[CH2:10][CH2:9][NH:8][CH2:7][CH2:6]1)#[N:2] |f:2.3|. Procedure details: A mixture of 4-(2-cyano-2,2-diphenylethyl)-1-(4-methylphenylsulphonyl)piperidine (20 g, 45 mmol--see Preparation 14) and phenol (20 g) in 48% aqueous hydrobromic acid (200 ml) was heated under reflux for 2 hours, basified with 2M aqueous sodium hydroxide (100 g) cautiously with ice-cooling and extracted into dichloromethane. The organic layer was dried over magnesium sulphate and evaporated. The residue was purified by chromatography on silica using dichloromethane plus 0-10% methanol as eluant.... Reactants: CC1=CC=C(C=C1)S (4-methylthiophenol), CC1=CC=C(C=C1)S (4-methylthio-phenol), [OH-].[Na+] (sodium hydroxide), ClCCC(=O)O (3-chloropropionic acid). The solvent is O (water). Product: CC1=CC=C(SCCC(=O)O)C=C1 (3-(4-methylthiophenoxy)-propionic acid). Reaction SMILES: [CH3:1][C:2]1[CH:7]=[CH:6][C:5]([SH:8])=[CH:4][CH:3]=1.[OH-].[Na+].Cl[CH2:12][CH2:13][C:14]([OH:16])=[O:15]>O>[CH3:1][C:2]1[CH:7]=[CH:6][C:5]([S:8][CH2:12][CH2:13][C:14]([OH:16])=[O:15])=[CH:4][CH:3]=1 |f:1.2|. Reported procedure: With caution 210 g (1.5 moles) of 4-methylthio-phenol and 120 g (3.0 moles) of sodium hydroxide in 200 ml of water was slowly added to 163 g (1.51 mole) of 3-chloropropionic acid. The mixture was heated to reflux for 20 hours. After reflux the unreacted 4-methylthiophenol was removed by distillation and the hot reaction mixture poured with stirring onto ice and concentrated hydrochloric acid. The slurry was filtered and collected on a buchner funnel. The wet mass was added to a solution of 300 m...